Dataset: the Open Reaction Database (ORD), a public repository of structured organic reaction records. Task: describe an organic reaction: reactants, conditions, products, and yield Reactants: CCCC1CCC(CCC2CCC(C(=O)OCC)CC2)CC1, Cc1ccccc1, COCCO[Al+]OCCOC, Cl, [H-], [H-], [Na+], O, Cc1ccccc1. Product: CCCC1CCC(CCC2CCC(CO)CC2)CC1. As a reaction SMILES: [CH2:22]([CH2:23][CH3:24])[CH:25]1[CH2:26][CH2:27][CH:28]([CH2:31][CH2:32][CH:33]2[CH2:34][CH2:35][CH:36]([C:39](=[O:40])[O:41][CH2:42][CH3:43])[CH2:37][CH2:38]2)[CH2:29][CH2:30]1.[CH3:45][c:46]1[cH:47][cH:48][cH:49][cH:50][cH:51]1.[CH3:9][O:10][CH2:11][CH2:12][O:13][Al+:14][O:15][CH2:16][CH2:17][O:18][CH3:19].[ClH:44].[H-:21].[H-:8].[Na+:20].[OH2:52].[c:1]1([CH3:2])[cH:3][cH:4][cH:5][cH:6][cH:7]1>>[CH2:22]([CH2:23][CH3:24])[CH:25]1[CH2:26][CH2:27][CH:28]([CH2:31][CH2:32][CH:33]2[CH2:34][CH2:35][CH:36]([CH2:39][OH:40])[CH2:37][CH2:38]2)[CH2:29][CH2:30]1.